From a dataset of the Open Reaction Database (ORD), a public repository of structured organic reaction records. describe an organic reaction: reactants, conditions, products, and yield The reactants are C(C)(C)(C)OC(=O)C1=C(SC=2CN([C@@H](CC21)CN2C(C1=CC=CC=C1C2)=O)C(=O)OC(C)(C)C)NC(=O)OCC2=CC=CC=C2 (2-benzyloxycarbonylamino-5-(S)-(1-oxo-1,3-dihydro-isoindol-2-ylmethyl)-4,5,6,7-tetrahydro-thieno[2,3-c]pyridine-3,6-dicarboxylic acid di-tert-butyl ester). Reagents/catalysts: [Pd] (Pd/C). The solvent is CO (methanol). Conditions: time 3 hour. Yields the product C(C)(C)(C)OC(=O)C1=C(SC=2CN([C@@H](CC21)CN2C(C1=CC=CC=C1C2)=O)C(=O)OC(C)(C)C)N (2-amino-5-(S)-(1-oxo-1,3-dihydro-isoindol-2-ylmethyl)-4,5,6,7-tetrahydro-thieno[2,3-c]pyridine-3,6-dicarboxylic acid di-tert-butyl ester). Isolated yield 85.8%. Reaction SMILES: [C:1]([O:5][C:6]([C:8]1[C:16]2[CH2:15][C@@H:14]([CH2:17][N:18]3[CH2:26][C:25]4[C:20](=[CH:21][CH:22]=[CH:23][CH:24]=4)[C:19]3=[O:27])[N:13]([C:28]([O:30][C:31]([CH3:34])([CH3:33])[CH3:32])=[O:29])[CH2:12][C:11]=2[S:10][C:9]=1[NH:35]C(OCC1C=CC=CC=1)=O)=[O:7])([CH3:4])([CH3:3])[CH3:2]>CO.[Pd]>[C:1]([O:5][C:6]([C:8]1[C:16]2[CH2:15][C@@H:14]([CH2:17][N:18]3[CH2:26][C:25]4[C:20](=[CH:21][CH:22]=[CH:23][CH:24]=4)[C:19]3=[O:27])[N:13]([C:28]([O:30][C:31]([CH3:34])([CH3:33])[CH3:32])=[O:29])[CH2:12][C:11]=2[S:10][C:9]=1[NH2:35])=[O:7])([CH3:3])([CH3:4])[CH3:2]. Procedure: To a solution of the above 2-benzyloxycarbonylamino-5-(S)-(1-oxo-1,3-dihydro-isoindol-2-ylmethyl)-4,5,6,7-tetrahydro-thieno[2,3-c]pyridine-3,6-dicarboxylic acid di-tert-butyl ester (9 mg, 0.014 mmol) in methanol (2 ml) was added 10% Pd/C (4 mg). The mixture was stirred under hydrogen (1 atm.) for 3 hours and then filtered. The filtrate was evaporated in vacuo affording 6 mg (93%) of 2-amino-5-(S)-(1-oxo-1,3-dihydro-isoindol-2-ylmethyl)-4,5,6,7-tetrahydro-thieno[2,3-c]pyridine-3,6-dicarboxylic ac... Starting materials: Br, CC(=O)O, Cn1cc(-c2c[n+]([O-])c(N)c(C#N)n2)ccc1=O, [Na+], [OH-], O. The product is Cn1cc(-c2c[n+]([O-])c(N)c(C(N)=O)n2)ccc1=O. RXN SMILES: [BrH:19].[C:20]([OH:21])(=[O:22])[CH3:23].[NH2:1][c:2]1[c:3]([C:17]#[N:18])[n:4][c:5](-[c:9]2[cH:10][n:11]([CH3:16])[c:12](=[O:15])[cH:13][cH:14]2)[cH:6][n+:7]1[O-:8].[Na+:25].[OH-:24].[OH2:26]>>[NH2:1][c:2]1[c:3]([C:17]([NH2:18])=[O:22])[n:4][c:5](-[c:9]2[cH:10][n:11]([CH3:16])[c:12](=[O:15])[cH:13][cH:14]2)[cH:6][n+:7]1[O-:8]. Reactants: C[Si](C)(C)[N-][Si](C)(C)C.[Na+] (sodium bis(trimethylsilyl)amide), O1CCCC1 (tetrahydrofuran), ice, BrC1=C(C2=C(OCO2)C(=C1)C#CC(C)OC)N (5-bromo-7-(3-methoxybut-1-yn-1-yl)-1,3-benzodioxol-4-amine), ClC1=NC=NC2=CC(=C(C=C12)OC)OCCCCl (4-chloro-7-(3-chloropropoxy)-6-methoxyquinazoline), CN(C=O)C (dimethylformamide), CCCC(C)C (iso-hexane), [Cl-].[NH4+] (ammonium chloride). The solvent is C(C)(=O)OCC (ethyl acetate). Reaction conditions: time 8 hour. Yields the product BrC1=C(C2=C(OCO2)C(=C1)C#CC(C)OC)NC1=NC=NC2=CC(=C(C=C12)OC)OCCCN1CC(N(CC1)C)=O (4-{3-[(4-{[5-bromo-7-(3-methoxybut-1-yn-1-yl)-1,3-benzodioxol-4-yl]amino}-6-methoxyquinazolin-7-yl)oxy]propyl}-1-methylpiperazin-2-one). As a reaction SMILES: C[Si]([N-][Si](C)(C)C)(C)C.[Na+].[O:11]1[CH2:15][CH2:14]CC1.[Br:16][C:17]1[CH:25]=[C:24]([C:26]#[C:27][CH:28]([O:30][CH3:31])[CH3:29])[C:20]2[O:21][CH2:22][O:23][C:19]=2[C:18]=1[NH2:32].Cl[C:34]1[C:43]2[C:38](=[CH:39][C:40]([O:46][CH2:47][CH2:48][CH2:49]Cl)=[C:41]([O:44][CH3:45])[CH:42]=2)[N:37]=[CH:36][N:35]=1.[Cl-].[NH4+:52].CCC[CH:56]([CH3:58])C.C[N:60]([CH3:63])C=O>C(OCC)(=O)C>[Br:16][C:17]1[CH:25]=[C:24]([C:26]#[C:27][CH:28]([O:30][CH3:31])[CH3:29])[C:20]2[O:21][CH2:22][O:23][C:19]=2[C:18]=1[NH:32][C:34]1[C:43]2[C:38](=[CH:39][C:40]([O:46][CH2:47][CH2:48][CH2:49][N:52]3[CH2:58][CH2:56][N:60]([CH3:63])[C:15](=[O:11])[CH2:14]3)=[C:41]([O:44][CH3:45])[CH:42]=2)[N:37]=[CH:36][N:35]=1 |f:0.1,5.6|. Procedure details: A solution of sodium bis(trimethylsilyl)amide (1.4 ml) in tetrahydrofuran (1.0M, 1.4 mmol) was added dropwise to an ice-cold solution of 5-bromo-7-(3-methoxybut-1-yn-1-yl)-1,3-benzodioxol-4-amine (0.208 g, 0.70 mmol) and 4-chloro-7-(3-chloropropoxy)-6-methoxyquinazoline (0.201 g, 0.70 mmol) in dimethylformamide (10 ml). The mixture was allowed to warm to room temperature over 2 hours and then stirred at room temperature overnight. A saturated solution of ammonium chloride (25 ml) was added and t... Starting materials: OC1=CC=C2C(C(=C(OC2=C1O)C)C(=O)O)=O (7,8-dihydroxy-2-methylchromone-3-carboxylic acid), CN(C=O)C (dimethylformamide), N1=CC=CC=C1 (pyridine), C(C)(=O)OC(C)=O (acetic anhydride). The solvent is C(C)(=O)OCC (Ethyl acetate). Conditions: time 4 hour. Product: C(C)(=O)OC1=CC=C2C(C(=C(OC2=C1OC(C)=O)C)C(=O)O)=O (7,8-Diacetoxy-2-methylchromone-3-carboxylic acid). As a reaction SMILES: [OH:1][C:2]1[C:11]([OH:12])=[C:10]2[C:5]([C:6](=[O:17])[C:7]([C:14]([OH:16])=[O:15])=[C:8]([CH3:13])[O:9]2)=[CH:4][CH:3]=1.CN(C)[CH:20]=[O:21].N1C=CC=C[CH:24]=1.[C:29](OC(=O)C)(=[O:31])[CH3:30]>C(OCC)(=O)C>[C:29]([O:1][C:2]1[C:11]([O:12][C:20](=[O:21])[CH3:24])=[C:10]2[C:5]([C:6](=[O:17])[C:7]([C:14]([OH:16])=[O:15])=[C:8]([CH3:13])[O:9]2)=[CH:4][CH:3]=1)(=[O:31])[CH3:30]. Reported procedure: A mixture of 7,8-dihydroxy-2-methylchromone-3-carboxylic acid (0.9 g), dimethylformamide (10 ml), pyridine (0.92 ml) and acetic anhydride (1.2 ml) was stirred at room temperature for 4 hours. Ethyl acetate (100 ml) was added to the liquid reaction mixture, and the organic layer was washed successively with 6N-HCl and water, and then dried over anhydrous magnesium sulfate. The solvent was evaporated and ethyl ether was added to the residue. The resulting solid was collected by filtration and then...